From a dataset of the Open Reaction Database (ORD), a public repository of structured organic reaction records. describe an organic reaction: reactants, conditions, products, and yield The reactants are Cl (HCl), FC1=C2C=C(C(OC2=CC=C1)C(F)(F)F)C(=O)OCC (ethyl 5-fluoro-2-(trifluoromethyl)-2H-chromene-3-carboxylate), [OH-].[Li+] (lithium hydroxide). Run in C1CCOC1 (THF), CO (methanol), O (water). Run at time 8 hour. Product: FC1=C2C=C(C(OC2=CC=C1)C(F)(F)F)C(=O)O (5-fluoro-2-(trifluoromethyl)-2H-chromene-3-carboxylic acid). Yield: 80104.6%. RXN SMILES: [F:1][C:2]1[CH:11]=[CH:10][CH:9]=[C:8]2[C:3]=1[CH:4]=[C:5]([C:16]([O:18]CC)=[O:17])[CH:6]([C:12]([F:15])([F:14])[F:13])[O:7]2.[OH-].[Li+].Cl>C1COCC1.CO.O>[F:1][C:2]1[CH:11]=[CH:10][CH:9]=[C:8]2[C:3]=1[CH:4]=[C:5]([C:16]([OH:18])=[O:17])[CH:6]([C:12]([F:15])([F:14])[F:13])[O:7]2 |f:1.2|. Reported procedure: To a solution of 290 mg (1.0 mmole) of ethyl 5-fluoro-2-(trifluoromethyl)-2H-chromene-3-carboxylate in 7 mLs of THF and 2 mL of methanol was added a solution of 85 mg of lithium hydroxide monohydate in 1.0 mL of water. The mixture was heated to reflux for 30 min and allowed to cool to rt. After stirring overnight, the mixture was treated with 75 mL of 1N HCl and extracted three times with diethyl ether. The combined extracts were washed with brine, dried and concd in vacuo to afford 210 g (80%) ... The reactants are C([O-])([O-])=O.[Cs+].[Cs+] (Cesium carbonate), N1(CCCC1)C(C(=O)N)I (pyrrolidinyliodoacetamide), C1(=CC=CC=C1)C1=N[C@H](C(NC2=C1C=CC=C2)=O)NC(=O)OC(C2=CC=CC=C2)C (1,3-Dihydro-5-phenyl-3(R)-{[(α-methyl)benzyloxycarbonyl]-amino}-2H-1,4-benzodiazepin-2-one). Run in CN(C=O)C (N,N-dimethylformamide). Run at temperature 0 celsius, time 1.75 hour. Yields the product N1(CCCC1)C(=O)CN1C([C@@H](N=C(C2=C1C=CC=C2)C2=CC=CC=C2)NC(=O)OC(C2=CC=CC=C2)C)=O (1,3-Dihydro-1-(pyrrolidinecarbonyl)methyl-3(R)-{[(α-methyl)benzyloxy-carbonyl]-amino}-5-phenyl-2H-1,4-benzodiazepin-2-one). Yield: 85.4%. As a reaction SMILES: [C:1]1([C:7]2[C:13]3[CH:14]=[CH:15][CH:16]=[CH:17][C:12]=3[NH:11][C:10](=[O:18])[C@H:9]([NH:19][C:20]([O:22][CH:23]([CH3:30])[C:24]3[CH:29]=[CH:28][CH:27]=[CH:26][CH:25]=3)=[O:21])[N:8]=2)[CH:6]=[CH:5][CH:4]=[CH:3][CH:2]=1.C(=O)([O-])[O-:32].[Cs+].[Cs+].[N:37]1([CH:42](I)[C:43](N)=O)[CH2:41][CH2:40][CH2:39][CH2:38]1>CN(C)C=O>[N:37]1([C:42]([CH2:43][N:11]2[C:12]3[CH:17]=[CH:16][CH:15]=[CH:14][C:13]=3[C:7]([C:1]3[CH:2]=[CH:3][CH:4]=[CH:5][CH:6]=3)=[N:8][C@@H:9]([NH:19][C:20]([O:22][CH:23]([CH3:30])[C:24]3[CH:25]=[CH:26][CH:27]=[CH:28][CH:29]=3)=[O:21])[C:10]2=[O:18])=[O:32])[CH2:41][CH2:40][CH2:39][CH2:38]1 |f:1.2.3|. Procedure details: 1,3-Dihydro-5-phenyl-3(R)-{[(α-methyl)benzyloxycarbonyl]-amino}-2H-1,4-benzodiazepin-2-one (100 mg, 0.25 mmole) in 2 ml of dry N,N-dimethylformamide was stirred magnetically in an ice bath under an inert atmosphere. Cesium carbonate (106 mg, 0.325 mmole) and pyrrolidinyliodoacetamide (78 mg, 0.325 mmole) were added and the reaction mixture was stirred vigorously at 0° C. for 1.75 hours. The reaction mixture was concentrated in vacuo, and the residue was partitioned between ethyl acetate and wate...